The task is: describe an organic reaction: reactants, conditions, products, and yield. This data is from the Open Reaction Database (ORD), a public repository of structured organic reaction records. Reactants: C(C1=CC=CC=C1)N1CCC2(CC1)OCC1=C2C=NC=C1 (1′-benzyl-1H-spiro[furo[3,4-c]pyridine-3,4′-piperidine]). Reagents/catalysts: [Pd] (palladium on activated charcoal). Solvent: FC(CO)(F)F (2,2,2-trifluoroethanol). Run at time 20 hour. Yields the product N1CCC2(CC1)OCC1=C2C=NC=C1 (1H-Spiro[furo[3,4-c]pyridine-3,4′-piperidine]). Isolated yield 107.8%. RXN SMILES: C([N:8]1[CH2:13][CH2:12][C:11]2([C:17]3[CH:18]=[N:19][CH:20]=[CH:21][C:16]=3[CH2:15][O:14]2)[CH2:10][CH2:9]1)C1C=CC=CC=1>FC(F)(F)CO.[Pd]>[NH:8]1[CH2:9][CH2:10][C:11]2([C:17]3[CH:18]=[N:19][CH:20]=[CH:21][C:16]=3[CH2:15][O:14]2)[CH2:12][CH2:13]1. Procedure: A solution of 0.22 g (0.78 mmol) 1′-benzyl-1H-spiro[furo[3,4-c]pyridine-3,4′-piperidine] in 8 ml 2,2,2-trifluoroethanol was purged with argon prior to adding 0.08 g (10 mol %) palladium on activated charcoal. The flask was evacuated, refilled with hydrogen gas and stirred under an atmosphere of hydrogen gas for 20 h. The catalyst was filtered off and washed with ethanol. The filtrate was concentrated to dryness to give the title compound (0.16 g, quantitative, purity of approximately 95%) as a l... Starting materials: FC=1C(=NC=C(C1)I)N[C@@H]1CC[C@H](CC1)O (trans-4-(3-fluoro-5-iodopyridin-2-ylamino)cyclohexanol), C1(=CC=CC=C1)C#C (phenylacetylene). Yields the product FC=1C(=NC=C(C1)C#CC1=CC=CC=C1)N[C@@H]1CC[C@H](CC1)O (trans-4-(3-Fluoro-5-phenylethynyl-pyridin-2-ylamino)-cyclohexanol). As a reaction SMILES: [F:1][C:2]1[C:3]([NH:9][C@H:10]2[CH2:15][CH2:14][C@H:13]([OH:16])[CH2:12][CH2:11]2)=[N:4][CH:5]=[C:6](I)[CH:7]=1.[C:17]1([C:23]#[CH:24])[CH:22]=[CH:21][CH:20]=[CH:19][CH:18]=1>>[F:1][C:2]1[C:3]([NH:9][C@H:10]2[CH2:15][CH2:14][C@H:13]([OH:16])[CH2:12][CH2:11]2)=[N:4][CH:5]=[C:6]([C:24]#[C:23][C:17]2[CH:22]=[CH:21][CH:20]=[CH:19][CH:18]=2)[CH:7]=1. Reported procedure: The title compound, yellow solid, MS: m/e=311.2 (M+H+), can be prepared in accordance with the general method of example 1, step 1 from trans-4-(3-fluoro-5-iodopyridin-2-ylamino)cyclohexanol (example 18, step 1) and phenylacetylene. Reactants: ClC=1C=CC(=C(N)C1)O (5-Chloro-2-hydroxyaniline), FC(C1=C(C=CC=C1)N=C=O)(F)F (2-trifluoromethylphenylisocyanate). The solvent is C1(=CC=CC=C1)C (toluene). Reaction conditions: time 8 hour. Yields the product ClC=1C=CC(=C(C1)NC(=O)NC1=C(C=CC=C1)C(F)(F)F)O (1-(5-Chloro-2-hydroxy-phenyl)-3-(2-trifluoromethyl-phenyl)-urea). Reaction SMILES: [Cl:1][C:2]1[CH:3]=[CH:4][C:5]([OH:9])=[C:6]([CH:8]=1)[NH2:7].[F:10][C:11]([F:22])([F:21])[C:12]1[CH:17]=[CH:16][CH:15]=[CH:14][C:13]=1[N:18]=[C:19]=[O:20]>C1(C)C=CC=CC=1>[Cl:1][C:2]1[CH:3]=[CH:4][C:5]([OH:9])=[C:6]([NH:7][C:19]([NH:18][C:13]2[CH:14]=[CH:15][CH:16]=[CH:17][C:12]=2[C:11]([F:10])([F:21])[F:22])=[O:20])[CH:8]=1. Reported procedure: 5-Chloro-2-hydroxyaniline (1 g) was suspended in toluene (50 ml) and treated with 2-trifluoromethylphenylisocyanate (1.2 ml). The reaction was stirred overnight and then filtered. The filter-cake was slurried and filtered twice with 15 ml toluene and washed once more with petrol. Drying at 55° C. gave 1-(5-Chloro-2-hydroxy-phenyl)-3-(2-trifluoromethyl-phenyl)-urea (2.06 g). Mp.=183-184° C. 1-(2-Hydroxy-6-methoxy-pyridin-3-yl)-3-(3-trifluoromethyl-phenyl)-urea (Compound 4):